describe an organic reaction: reactants, conditions, products, and yield From a dataset of the Open Reaction Database (ORD), a public repository of structured organic reaction records. Starting materials: Cl.C(CC(=N)N)(=N)N (malonamidine hydrochloride), N12CCCCCC2=NCCC1 (1,8-diazabicyclo[5.4.0]undec-7-ene), O1CCCC1 (tetrahydrofuran), FC(C(=O)OCC)(F)F (ethyl trifluoroacetate). Solvent: O (water). Product: NC1=CC(=NC(=N1)C(F)(F)F)O (6-amino-2-trifluoromethyl-pyrimidin-4-ol). As a reaction SMILES: Cl.[C:2]([NH2:8])(=N)[CH2:3][C:4]([NH2:6])=[NH:5].N12CCCN=C1CCCCC2.[O:20]1CCCC1.[F:25][C:26]([F:33])([F:32])[C:27](OCC)=O>O>[NH2:6][C:4]1[N:5]=[C:27]([C:26]([F:33])([F:32])[F:25])[N:8]=[C:2]([OH:20])[CH:3]=1 |f:0.1|. Procedure details: Under stirring at room temperature, malonamidine hydrochloride (406 g) and 1,8-diazabicyclo[5.4.0]undec-7-ene (870 ml) were added to tetrahydrofuran (2 L), and ethyl trifluoroacetate (1040 ml) was added dropwise. After stirring under heating at a bath temperature of 65° C. for 17.5 hr, water (200 ml) was added, and the reaction mixture was concentrated. Water (1 L) was added to the concentrated residue, concentrated hydrochloric acid (485 ml) was added dropwise with stirring at room temperature ... Starting materials: [N+](=O)(O)[O-] (nitric acid), S(O)(O)(=O)=O (sulphuric acid), FC=1C=C2C=CN=CC2=CC1 (6-Fluoro-isoquinoline). Reaction conditions: time 8 hour. Product: FC=1C(=C2C=CN=CC2=CC1)[N+](=O)[O-] (6-Fluoro-5-nitro-isoquinoline). As a reaction SMILES: [N+:1]([O-:4])(O)=[O:2].S(=O)(=O)(O)O.[F:10][C:11]1[CH:12]=[C:13]2[C:18](=[CH:19][CH:20]=1)[CH:17]=[N:16][CH:15]=[CH:14]2>>[F:10][C:11]1[C:12]([N+:1]([O-:4])=[O:2])=[C:13]2[C:18](=[CH:19][CH:20]=1)[CH:17]=[N:16][CH:15]=[CH:14]2. Reported procedure: Under cooling 2.0 mL of concentrated nitric acid are added to 2.8 mL of sulphuric acid. Subsequently 350 mg of 6-fluoroisoquinoline (23) are added, the reaction is warmed up to room temperature and allowed to stir overnight. The reaction mixture is poured on ice, extracted with dichloromethane and adjusted to alkaline pH by addition of sodium hydroxide. The aqueous layer is extracted again with dichloromethane. The dichloromethane layer is dried over magnesium sulfate and evaporated to give 90 m... Starting materials: FC1=C(C=C(C=C1)C(=O)C1=CC(=CC(=C1)OC(C(F)F)(F)F)F)OC(C)C ((4-fluoro-3-isopropoxyphenyl)(3-fluoro-5-(1,1,2,2-tetrafluoroethoxy)phenyl)methanone), Cl.NO (hydroxylamine hydrochloride). The product is FC1=C(C=C(C=C1)C(=NO)C1=CC(=CC(=C1)OC(C(F)F)(F)F)F)OC(C)C ((4-fluoro-3-isopropoxyphenyl)(3-fluoro-5-(1,1,2,2-tetrafluoroethoxy)phenyl)methanone oxime). Conditions: temperature 100 celsius. As a reaction SMILES: [F:1][C:2]1[CH:7]=[CH:6][C:5]([C:8]([C:10]2[CH:15]=[C:14]([O:16][C:17]([F:22])([F:21])[CH:18]([F:20])[F:19])[CH:13]=[C:12]([F:23])[CH:11]=2)=O)=[CH:4][C:3]=1[O:24][CH:25]([CH3:27])[CH3:26].Cl.[NH2:29][OH:30]>N1C=CC=CC=1>[F:1][C:2]1[CH:7]=[CH:6][C:5]([C:8]([C:10]2[CH:15]=[C:14]([O:16][C:17]([F:22])([F:21])[CH:18]([F:20])[F:19])[CH:13]=[C:12]([F:23])[CH:11]=2)=[N:29][OH:30])=[CH:4][C:3]=1[O:24][CH:25]([CH3:27])[CH3:26] |f:1.2|. Procedure details: To a solution of (4-fluoro-3-isopropoxyphenyl)(3-fluoro-5-(1,1,2,2-tetrafluoroethoxy)phenyl)methanone, prepared as described in Procedure 3, 4, 59 and 68, (207 mg, 0.53 mmol) in pyridine (1.5 mL) was added hydroxylamine hydrochloride (192 mg, 2.8 mmol) and the reaction mixture was heated at 100° C. for 2 h. The reaction mixture was concentrated under reduced pressure and the residue was dissolved in EtOAc (50 mL). The organic portion was washed with 1 N HCl (2×20 mL), water (20 mL) and sat. NaCl... Isolated yield 77.0%. Solvent: N1=CC=CC=C1 (pyridine). Reactants: CC(O)c1cc(-c2cc(Cl)ccn2)cs1, ClCCl, O=[Cr](=O)([O-])Cl, c1cc[nH+]cc1. The product is CC(=O)c1cc(-c2cc(Cl)ccn2)cs1. As a reaction SMILES: [Cl:1][c:2]1[cH:3][c:4](-[c:8]2[cH:9][c:10]([CH:13]([CH3:14])[OH:15])[s:11][cH:12]2)[n:5][cH:6][cH:7]1.[Cl:27][CH2:28][Cl:29].[O:16]=[Cr:17]([Cl:18])([O-:19])=[O:20].[nH+:21]1[cH:22][cH:23][cH:24][cH:25][cH:26]1>>[Cl:1][c:2]1[cH:3][c:4](-[c:8]2[cH:9][c:10]([C:13]([CH3:14])=[O:15])[s:11][cH:12]2)[n:5][cH:6][cH:7]1.